This data is from the Open Reaction Database (ORD), a public repository of structured organic reaction records. The task is: describe an organic reaction: reactants, conditions, products, and yield Reactants: FC(C1=CC=C(OC2=CC=C(C=C2)CC(C)=O)C=C1)(F)F (1-(4-(4-trifluoromethylphenoxy)phenyl)propan-2-one), polyphosphoric acid, C(C)(=O)OC(C)=O (acetic anhydride), C(C)(=O)OC(C)=O (acetic anhydride), O (water), CCOCC (ether). Reaction conditions: time 30 minute. Yields the product FC(C1=CC=C(OC2=CC=C(C=C2)C2=C(OC(=CC2=O)C)C)C=C1)(F)F (3-(4-(4-Trifluoromethylphenoxy)phenyl)-2,6-dimethylpyran-4-one). RXN SMILES: [F:1][C:2]([F:21])([F:20])[C:3]1[CH:19]=[CH:18][C:6]([O:7][C:8]2[CH:13]=[CH:12][C:11]([CH2:14][C:15](=[O:17])[CH3:16])=[CH:10][CH:9]=2)=[CH:5][CH:4]=1.O.CC[O:25][CH2:26][CH3:27].[C:28](OC(=O)C)(=O)[CH3:29]>>[F:1][C:2]([F:20])([F:21])[C:3]1[CH:19]=[CH:18][C:6]([O:7][C:8]2[CH:13]=[CH:12][C:11]([C:14]3[C:26](=[O:25])[CH:27]=[C:28]([CH3:29])[O:17][C:15]=3[CH3:16])=[CH:10][CH:9]=2)=[CH:5][CH:4]=1. Procedure: A solution of 1-(4-(4-trifluoromethylphenoxy)phenyl)propan-2-one (54.5 g) in acetic anhydride (100 ml) was added, over 5 min, to a vigorously stirred mixture of polyphosphoric acid (200 g) and acetic anhydride (100 ml) at 80°. After stirring for 30 min the warm mixture was poured into water (1 liter). The solution was stirred for 30 min then extracted with toluene (3×500 ml). The combined extracts were washed with water then satd. aq. sodium bicarbonate, dried over magnesium sulphate and concent... Starting materials: CC(O[Si](C)(C)C(C)(C)C)C(Nc1ccc(C#N)c(Cl)c1)c1nnc(-c2ccc(S(C)(=O)=O)cc2)o1, CCCC[N+](CCCC)(CCCC)CCCC, C1CCOC1, [F-]. The product is CC(O)C(Nc1ccc(C#N)c(Cl)c1)c1nnc(-c2ccc(S(C)(=O)=O)cc2)o1. As a reaction SMILES: [C:1]([Si:2]([CH3:3])([CH3:4])[O:6][CH:7]([CH:8]([c:9]1[o:10][c:11](-[c:14]2[cH:15][cH:16][c:17]([S:20](=[O:21])(=[O:22])[CH3:23])[cH:18][cH:19]2)[n:12][n:13]1)[NH:24][c:25]1[cH:26][c:27]([Cl:33])[c:28]([C:29]#[N:30])[cH:31][cH:32]1)[CH3:34])([CH3:5])([CH3:35])[CH3:36].[CH2:38]([N+:39]([CH2:40][CH2:41][CH2:42][CH3:43])([CH2:44][CH2:45][CH2:46][CH3:47])[CH2:48][CH2:49][CH2:50][CH3:51])[CH2:52][CH2:53][CH3:54].[CH2:55]1[O:56][CH2:57][CH2:58][CH2:59]1.[F-:37]>>[OH:6][CH:7]([CH:8]([c:9]1[o:10][c:11](-[c:14]2[cH:15][cH:16][c:17]([S:20](=[O:21])(=[O:22])[CH3:23])[cH:18][cH:19]2)[n:12][n:13]1)[NH:24][c:25]1[cH:26][c:27]([Cl:33])[c:28]([C:29]#[N:30])[cH:31][cH:32]1)[CH3:34]. Reported procedure: According to Scheme 13 Step 2: A solution of 1-(4-methoxybenzyl)-4-(2-(pyridin-2-ylamino)thiazol-4-yl)-1H-pyrazole-3-carbonitrile (31 μmol, 12 mg) in TFA (1 mL) was microwaved for 3 minutes at 130° C. After evaporation of the solvent, the crude residue was dissolved in AcOEt. The organic phase was washed with a saturated aqueous solution of Na2CO3, was dried over MgSO4, was filtered and was concentrated. The resulting crude product was purified by flash chromatography over silica gel using DCM/M... The yield is 48.4%. RXN SMILES: COC1C=CC(C[N:8]2[CH:12]=[C:11]([C:13]3[N:14]=[C:15]([NH:18][C:19]4[CH:24]=[CH:23][CH:22]=[CH:21][N:20]=4)[S:16][CH:17]=3)[C:10]([C:25]#[N:26])=[N:9]2)=CC=1>C(O)(C(F)(F)F)=O>[N:20]1[CH:21]=[CH:22][CH:23]=[CH:24][C:19]=1[NH:18][C:15]1[S:16][CH:17]=[C:13]([C:11]2[CH:12]=[N:8][NH:9][C:10]=2[C:25]#[N:26])[N:14]=1. The reactants are COC1=CC=C(CN2N=C(C(=C2)C=2N=C(SC2)NC2=NC=CC=C2)C#N)C=C1 (1-(4-methoxybenzyl)-4-(2-(pyridin-2-ylamino)thiazol-4-yl)-1H-pyrazole-3-carbonitrile). The solvent is C(=O)(C(F)(F)F)O (TFA). Yields the product N1=C(C=CC=C1)NC=1SC=C(N1)C=1C=NNC1C#N (4-(2-(pyridin-2-ylamino)thiazol-4-yl)-1H-pyrazole-5-carbonitrile). Reactants: CCCS(=O)(=O)Cl, ClCCl, COC(=O)c1cccc(-c2nc(C(=O)c3ccc(N)c(OC)c3)n3ccccc23)c1, c1ccncc1. Yields the product CCCS(=O)(=O)Nc1ccc(C(=O)c2nc(-c3cccc(C(=O)OC)c3)c3ccccn23)cc1OC. RXN SMILES: [CH2:1]([CH2:2][CH3:3])[S:4](=[O:5])(=[O:6])[Cl:7].[Cl:44][CH2:45][Cl:46].[NH2:8][c:9]1[c:10]([O:36][CH3:37])[cH:11][c:12]([C:13](=[O:14])[c:15]2[n:16][c:17](-[c:24]3[cH:25][c:26]([C:27](=[O:28])[O:29][CH3:30])[cH:31][cH:32][cH:33]3)[c:18]3[n:19]2[cH:20][cH:21][cH:22][cH:23]3)[cH:34][cH:35]1.[cH:38]1[cH:39][cH:40][n:41][cH:42][cH:43]1>>[CH2:1]([CH2:2][CH3:3])[S:4](=[O:5])(=[O:6])[NH:8][c:9]1[c:10]([O:36][CH3:37])[cH:11][c:12]([C:13](=[O:14])[c:15]2[n:16][c:17](-[c:24]3[cH:25][c:26]([C:27](=[O:28])[O:29][CH3:30])[cH:31][cH:32][cH:33]3)[c:18]3[n:19]2[cH:20][cH:21][cH:22][cH:23]3)[cH:34][cH:35]1. Starting materials: [C-]#N.[K+] (potassium cyanide), C(C)(C)(C)[Si](C)(C)Cl (tert.-butyldimethylsilyl chloride), COC=1C=C(C=O)C=C(C1OC)OC (3,4,5-Trimethoxybenzaldehyde). Reagents/catalysts: [I-].[Zn+2].[I-] (zinc (II) iodide). Solvent: C(C)#N (acetonitrile). Reaction conditions: time 8 hour. Product: COC=1C=C(C=C(C1OC)OC)C(C#N)O[Si](C)(C)C(C)(C)C ((3,4,5-trimethoxyphenyl)(tert.-butyldimethylsilyloxy)acetonitrile). Yield: 77.9%. Reaction SMILES: [CH3:1][O:2][C:3]1[CH:4]=[C:5]([CH:8]=[C:9]([O:13][CH3:14])[C:10]=1[O:11][CH3:12])[CH:6]=[O:7].[C-:15]#[N:16].[K+].[C:18]([Si:22](Cl)([CH3:24])[CH3:23])([CH3:21])([CH3:20])[CH3:19]>C(#N)C.[I-].[Zn+2].[I-]>[CH3:14][O:13][C:9]1[CH:8]=[C:5]([CH:6]([O:7][Si:22]([C:18]([CH3:21])([CH3:20])[CH3:19])([CH3:24])[CH3:23])[C:15]#[N:16])[CH:4]=[C:3]([O:2][CH3:1])[C:10]=1[O:11][CH3:12] |f:1.2,5.6.7|. Procedure details: 3,4,5-Trimethoxybenzaldehyde (50 g) is dissolved in acetonitrile (prepared by distillation with phosphorus pentoxide) (250 ml). To this solution are added potassium cyanide (24.9 g), zinc (II) iodide (8.1 g) and tert.-butyldimethylsilyl chloride (46.1 g) and the mixture is stirred at room temperature overnight. Acetonitrile is distilled off from the reaction mixture and to the residue is added diethyl ether and the insoluble materials are filtered off. The filtrate is washed with water, dried an... Starting materials: BrC1=C(C(=NC(=C1)C)OC1=C(C=C(C=C1C)C)C)C (4-bromo-3,6-dimethyl-2-(2,4,6-trimethyl-phenoxy)pyridine), C(CC)=O (propionaldehyde). Solvent: C1CCOC1 (THF). Reaction conditions: time 20 minute. The product is CC=1C(=NC(=CC1C(CC)O)C)OC1=C(C=C(C=C1C)C)C (1-[3,6-Dimethyl-2-(2,4,6-trimethyl-phenoxy)pyridin-4-yl]-propan-1-ol). Reaction SMILES: Br[C:2]1[CH:7]=[C:6]([CH3:8])[N:5]=[C:4]([O:9][C:10]2[C:15]([CH3:16])=[CH:14][C:13]([CH3:17])=[CH:12][C:11]=2[CH3:18])[C:3]=1[CH3:19].[CH:20](=[O:23])[CH2:21][CH3:22]>C1COCC1>[CH3:19][C:3]1[C:4]([O:9][C:10]2[C:15]([CH3:16])=[CH:14][C:13]([CH3:17])=[CH:12][C:11]=2[CH3:18])=[N:5][C:6]([CH3:8])=[CH:7][C:2]=1[CH:20]([OH:23])[CH2:21][CH3:22]. Procedure details: To a −78° C. solution of 4-bromo-3,6-dimethyl-2-(2,4,6-trimethyl-phenoxy)pyridine in dry THF was added nBuli and stirred at that temperature for 20 minutes. Excess propionaldehyde was added and stirred for 2 hours at −78° C. The mixture was quenched with water, extracted with ethyl acetate. The organic layer was washed with brine, dried and concentrated. After column chromatography, an off-white solid was obtained, mp. 119-120° C. 1H NMR(CDCl3) d 6.86(s,3H), 4.90(m,1H), 2.281(s,3H), 2.28(s,3H), ... Reagents/catalysts: [O-]S(=O)(=O)[O-].[Cu+2] (CuSO4). As a reaction SMILES: [CH3:1][C:2]([S:5]([NH2:7])=[O:6])([CH3:4])[CH3:3].[O:8]1[C:12]2([CH2:17][CH2:16][C:15](=O)[CH2:14][CH2:13]2)[O:11][CH2:10][CH2:9]1.ClCCl.C1COCC1>[O-]S([O-])(=O)=O.[Cu+2].O1CCOCC1>[O:8]1[C:12]2([CH2:17][CH2:16][C:15](=[N:7][S:5]([C:2]([CH3:4])([CH3:3])[CH3:1])=[O:6])[CH2:14][CH2:13]2)[O:11][CH2:10][CH2:9]1 |f:4.5|. The product is O1CCOC12CCC(CC2)=NS(=O)C(C)(C)C (2-methyl-propane-2-sulfinic acid (1,4-dioxa-spiro[4.5]dec-8-ylidene)-amide). Reactants: CC(C)(C)S(=O)N (2-methyl-propane-2-sulfinic acid amide), O1CCOC12CCC(CC2)=O (1,4-dioxa-spiro[4.5]decan-8-one), Ti(OEt)4, ClCCl (dichloromethane), C1CCOC1 (THF). Reported procedure: Commercially available 2-methyl-propane-2-sulfinic acid amide is reacted with commercially available 1,4-dioxa-spiro[4.5]decan-8-one in the presence of a coupling agent such as Ti(OEt)4 or CuSO4, in an organic solvent such as dichloromethane, THF or dioxane, at a temperature in the range of about 25° C. to about 80° C., to yield 2-methyl-propane-2-sulfinic acid (1,4-dioxa-spiro[4.5]dec-8-ylidene)-amide. Run in O1CCOCC1 (dioxane). Reactants: Cc1c[nH]c(=O)n(C(=O)c2ccccc2)c1=O, C1CCOC1, CCOC(=O)N=NC(=O)OCC, CC(C)(C)OC(=O)N1CC(O)CC1C(=O)OC(c1ccccc1)c1ccccc1, c1ccc(P(c2ccccc2)c2ccccc2)cc1. Yields the product Cc1cn(C2CC(C(=O)OC(c3ccccc3)c3ccccc3)N(C(=O)OC(C)(C)C)C2)c(=O)n(C(=O)c2ccccc2)c1=O. Reaction SMILES: [C:49]([c:50]1[cH:51][cH:52][cH:53][cH:54][cH:55]1)(=[O:56])[n:57]1[c:58](=[O:65])[nH:59][cH:60][c:61]([CH3:64])[c:62]1=[O:63].[CH2:78]1[O:79][CH2:80][CH2:81][CH2:82]1.[O:66]=[C:67]([O:68][CH2:69][CH3:70])[N:71]=[N:72][C:73]([O:74][CH2:75][CH3:76])=[O:77].[c:1]1([CH:7]([c:8]2[cH:9][cH:10][cH:11][cH:12][cH:13]2)[O:14][C:15]([CH:16]2[N:17]([C:22](=[O:23])[O:24][C:25]([CH3:26])([CH3:27])[CH3:28])[CH2:18][CH:19]([OH:21])[CH2:20]2)=[O:29])[cH:2][cH:3][cH:4][cH:5][cH:6]1.[c:30]1([P:31]([c:32]2[cH:33][cH:34][cH:35][cH:36][cH:37]2)[c:38]2[cH:39][cH:40][cH:41][cH:42][cH:43]2)[cH:44][cH:45][cH:46][cH:47][cH:48]1>>[c:1]1([CH:7]([c:8]2[cH:9][cH:10][cH:11][cH:12][cH:13]2)[O:14][C:15]([CH:16]2[N:17]([C:22](=[O:23])[O:24][C:25]([CH3:26])([CH3:27])[CH3:28])[CH2:18][CH:19]([n:59]3[c:58](=[O:65])[n:57]([C:49]([c:50]4[cH:51][cH:52][cH:53][cH:54][cH:55]4)=[O:56])[c:62](=[O:63])[c:61]([CH3:64])[cH:60]3)[CH2:20]2)=[O:29])[cH:2][cH:3][cH:4][cH:5][cH:6]1. Reactants: ClCCCBr, CCOC(C)=O, [K+], [K+], O=C([O-])[O-], CN(C)C=O, Oc1ccc(-c2c3c(nc4ccnn24)CCCCC3)cc1. Yields the product ClCCCOc1ccc(-c2c3c(nc4ccnn24)CCCCC3)cc1. RXN SMILES: [Br:22][CH2:23][CH2:24][CH2:25][Cl:26].[CH3:38][CH2:39][O:40][C:41]([CH3:42])=[O:43].[K+:27].[K+:28].[O-:29][C:30]([O-:31])=[O:32].[O:33]=[CH:34][N:35]([CH3:36])[CH3:37].[n:1]1[cH:2][cH:3][c:4]2[n:5][c:6]3[c:7]([c:8](-[c:10]4[cH:11][cH:12][c:13]([OH:16])[cH:14][cH:15]4)[n:9]12)[CH2:17][CH2:18][CH2:19][CH2:20][CH2:21]3>>[n:1]1[cH:2][cH:3][c:4]2[n:5][c:6]3[c:7]([c:8](-[c:10]4[cH:11][cH:12][c:13]([O:16][CH2:23][CH2:24][CH2:25][Cl:26])[cH:14][cH:15]4)[n:9]12)[CH2:17][CH2:18][CH2:19][CH2:20][CH2:21]3. Reactants: C(C1=CC=CC=C1)(=O)C1=C(C=CC(=C1)Cl)N1N=C(N=C1CCl)C(=O)N (1-(2-benzoyl-4-chlorophenyl)-5-(chloromethyl)-1H-1,2,4-triazole-3-carboxamide), [BH4-].[Na+] (sodium borohydride), ice water, Cl (hydrochloric acid). Run in O1CCCC1 (tetrahydrofuran), CO (methanol). The product is OC(C1=CC=CC=C1)C1=C(C=CC(=C1)Cl)N1N=C(N=C1CCl)C(=O)N (1-[2-(α-hydroxybenzyl)-4-chlorophenyl]-5-(chloromethyl)-1H-1,2,4-triazole-3-carboxamide). RXN SMILES: [BH4-].[Na+].[C:3]([C:11]1[CH:16]=[C:15]([Cl:17])[CH:14]=[CH:13][C:12]=1[N:18]1[C:22]([CH2:23][Cl:24])=[N:21][C:20]([C:25]([NH2:27])=[O:26])=[N:19]1)(=[O:10])[C:4]1[CH:9]=[CH:8][CH:7]=[CH:6][CH:5]=1.Cl>O1CCCC1.CO>[OH:10][CH:3]([C:11]1[CH:16]=[C:15]([Cl:17])[CH:14]=[CH:13][C:12]=1[N:18]1[C:22]([CH2:23][Cl:24])=[N:21][C:20]([C:25]([NH2:27])=[O:26])=[N:19]1)[C:4]1[CH:5]=[CH:6][CH:7]=[CH:8][CH:9]=1 |f:0.1|. Procedure: 0.57 g (0.015 mole) of sodium borohydride is added all at once at 0°, with stirring, to the solution of 5.6 g (0.015 mole) of 1-(2-benzoyl-4-chlorophenyl)-5-(chloromethyl)-1H-1,2,4-triazole-3-carboxamide [see Example 1(a)] in 250 ml of tetrahydrofuran and 25 ml of methanol, and the whole is subsequently stirred for a further hour at room temperature. There is then slowly added dropwise, with ice-water cooling, 1 N hydrochloric acid solution until the pH-value of the reaction mixture has reached ...